From a dataset of the Open Reaction Database (ORD), a public repository of structured organic reaction records. describe an organic reaction: reactants, conditions, products, and yield Reactants: Cl, COC(=O)CC(c1ccc(-c2ccccc2)cc1)n1cnc2cc(NS(=O)(=O)c3ccccc3)ccc21. The product is O=C(O)CC(c1ccc(-c2ccccc2)cc1)n1cnc2cc(NS(=O)(=O)c3ccccc3)ccc21. RXN SMILES: [ClH:38].[c:1]1(-[c:32]2[cH:33][cH:34][cH:35][cH:36][cH:37]2)[cH:2][cH:3][c:4]([CH:7]([CH2:8][C:9](=[O:10])[O:11][CH3:12])[n:13]2[cH:14][n:15][c:16]3[c:17]2[cH:18][cH:19][c:20]([NH:22][S:23](=[O:24])(=[O:25])[c:26]2[cH:27][cH:28][cH:29][cH:30][cH:31]2)[cH:21]3)[cH:5][cH:6]1>>[c:1]1(-[c:32]2[cH:33][cH:34][cH:35][cH:36][cH:37]2)[cH:2][cH:3][c:4]([CH:7]([CH2:8][C:9](=[O:10])[OH:11])[n:13]2[cH:14][n:15][c:16]3[c:17]2[cH:18][cH:19][c:20]([NH:22][S:23](=[O:24])(=[O:25])[c:26]2[cH:27][cH:28][cH:29][cH:30][cH:31]2)[cH:21]3)[cH:5][cH:6]1. The reactants are NC1=CC2=C(N=CN2)C=C1C (5-amino-6-methybenzimidazole), [H-].[Na+] (NaH), C1(=CC=CC=C1)[C@H](C)NC1=NC=CC(=N1)Cl (2-[(S)-1-phenylethylamino]-4-chloro-pyrimidine). Solvent: CN(C)C=O (DMF). Run at temperature 90 celsius, time 7 hour. Product: C1(=CC=CC=C1)[C@H](C)NC1=NC=CC(=N1)N1C=NC2=C1C=C(C(=C2)C)N (2-[(S)-1-phenylethylamino]-4-[5-methyl-6-amino-benzimidazol-1-yl]pyrimidine). The yield is 16.0%. As a reaction SMILES: [NH2:1][C:2]1[C:10]([CH3:11])=[CH:9][C:5]2[N:6]=[CH:7][NH:8][C:4]=2[CH:3]=1.[H-].[Na+].[C:14]1([C@@H:20]([NH:22][C:23]2[N:28]=[C:27](Cl)[CH:26]=[CH:25][N:24]=2)[CH3:21])[CH:19]=[CH:18][CH:17]=[CH:16][CH:15]=1>CN(C=O)C>[C:14]1([C@@H:20]([NH:22][C:23]2[N:24]=[C:25]([N:8]3[C:4]4[CH:3]=[C:2]([NH2:1])[C:10]([CH3:11])=[CH:9][C:5]=4[N:6]=[CH:7]3)[CH:26]=[CH:27][N:28]=2)[CH3:21])[CH:19]=[CH:18][CH:17]=[CH:16][CH:15]=1 |f:1.2|. Procedure: To a stirred solution of 5-amino-6-methybenzimidazole (28 mg, 0.19 mmol, 1 eq) in DMF was added NaH (60% dispersion in oil, 7.6 mg, 0.19 mmol, 1 eq). After gas evolution ceased, 2-[(S)-1-phenylethylamino]-4-chloro-pyrimidine (45 mg, 0.19 mmol, 1 eq) was added and the mixture was warmed to 90° C. and stirred 7 h. The heating bath was turned off and the mixture was allowed to stir overnight at room temperature. The DMF was removed under reduced pressure. The residue was diluted with water and extr...